This data is from the Open Reaction Database (ORD), a public repository of structured organic reaction records. The task is: describe an organic reaction: reactants, conditions, products, and yield The reactants are C1=CC=CC2=C1C1=C(C=CC2=C/C=C/C=O)C=CCC1 ((E)-(10H,11H-dibenzo-[a,c]cyclohepten-5-ylidene)-2-butenal), C(CC(=O)C)(=O)OC (methyl acetoacetate). Solvent: CCCCCC (hexane). Product: C1=CC=CC2=C1C1=C(C=CC2=C/C=C/C(CC(CC(=O)OC)=O)O)C=CCC1 (Methyl (E)-8-(10H,11H-Dibenzo[a,c]cyclohepten-5-ylidene)-5-hydroxy-3-oxo-6-octenoate). RXN SMILES: [CH:1]1[C:6]2[C:7]3[CH2:20][CH2:19][CH:18]=[CH:17][C:8]=3[CH:9]=[CH:10][C:11](=[CH:12]/[CH:13]=[CH:14]/[CH:15]=[O:16])[C:5]=2[CH:4]=[CH:3][CH:2]=1.[C:21]([O:27][CH3:28])(=[O:26])[CH2:22][C:23]([CH3:25])=[O:24]>CCCCCC>[CH:1]1[C:6]2[C:7]3[CH2:20][CH2:19][CH:18]=[CH:17][C:8]=3[CH:9]=[CH:10][C:11](=[CH:12]/[CH:13]=[CH:14]/[CH:15]([OH:16])[CH2:25][C:23](=[O:24])[CH2:22][C:21]([O:27][CH3:28])=[O:26])[C:5]=2[CH:4]=[CH:3][CH:2]=1. Procedure details: By the method of Example 1, (E)-(10H,11H-dibenzo-[a,c]cyclohepten-5-ylidene)-2-butenal (1.25 g, 4.8 mmol) was reacted methyl acetoacetate. Chromatography on silica gel (1:4, ethyl a cetate:hexane as eluant) provided title product (0.6 g).